This data is from the Open Reaction Database (ORD), a public repository of structured organic reaction records. The task is: describe an organic reaction: reactants, conditions, products, and yield Reactants: COc1ccc(CN2CC3CCC(C2)C3(OC)OC)cc1, Cl. Yields the product COc1ccc(CN2CC3CCC(C2)C3=O)cc1. Reaction SMILES: [CH3:1][O:2][C:3]1([O:20][CH3:21])[CH:4]2[CH2:5][N:6]([CH2:11][c:12]3[cH:13][cH:14][c:15]([O:18][CH3:19])[cH:16][cH:17]3)[CH2:7][CH:8]1[CH2:9][CH2:10]2.[ClH:22]>>[O:2]=[C:3]1[CH:4]2[CH2:5][N:6]([CH2:11][c:12]3[cH:13][cH:14][c:15]([O:18][CH3:19])[cH:16][cH:17]3)[CH2:7][CH:8]1[CH2:9][CH2:10]2. The reactants are NC=1C=C(C=CC1)N1C(C(NC=2C3=C(C=CC12)CCCC3)=O)=O (4-(3-Aminophenyl)-1,4,7,8,9,10-hexahydrobenzo[f]quinoxaline-2,3-dione), S1C(=CC=C1)S(=O)(=O)Cl (2-thiophenesulfonyl chloride). Product: O=C1C(N(C=2C=CC3=C(C2N1)CCCC3)C=3C=C(C=CC3)NS(=O)(=O)C=3SC=CC3)=O (N-[3-(2,3-Dioxo-2,3,7,8,9,10-hexahydro-1H-benzo[f]quinoxalin-4-yl)phenyl]-2-thiophenesulfonamide). The yield is 20.0%. RXN SMILES: [NH2:1][C:2]1[CH:3]=[C:4]([N:8]2[C:17]3[CH:16]=[CH:15][C:14]4[CH2:18][CH2:19][CH2:20][CH2:21][C:13]=4[C:12]=3[NH:11][C:10](=[O:22])[C:9]2=[O:23])[CH:5]=[CH:6][CH:7]=1.[S:24]1[CH:28]=[CH:27][CH:26]=[C:25]1[S:29](Cl)(=[O:31])=[O:30]>>[O:22]=[C:10]1[NH:11][C:12]2[C:13]3[CH2:21][CH2:20][CH2:19][CH2:18][C:14]=3[CH:15]=[CH:16][C:17]=2[N:8]([C:4]2[CH:3]=[C:2]([NH:1][S:29]([C:25]3[S:24][CH:28]=[CH:27][CH:26]=3)(=[O:31])=[O:30])[CH:7]=[CH:6][CH:5]=2)[C:9]1=[O:23]. Procedure: 4-(3-Aminophenyl)-1,4,7,8,9,10-hexahydrobenzo[f]quinoxaline-2,3-dione (30 mg, 0.097 mmol) and 2-thiophenesulfonyl chloride (27 mg, 0.146 mmol) were used in a process similar to Example 9 to give the titled compound (a white crystal, 9 mg, yield 20%). Procedure details: A solution of 159 mg (1.033 mmol) 4-chlorophenyl isocyanate in 3 ml THF was given at 0° C. to a solution of 269 mg (1.033 mmol) 3-[4-(4-Amino-phenoxy)-pyrimidin-2-ylamino]-propan-1-ol in 5 ml THF within 10 min. After stirring overnight the reaction mixture was evaporated and the residue purified by chromatography on silica gel (ethyl acetate). The obtained material was recrystallized from 9 ml methanol to give 69 mg (16%) of the title compound. RXN SMILES: [Cl:1][C:2]1[CH:7]=[CH:6][C:5]([N:8]=[C:9]=[O:10])=[CH:4][CH:3]=1.[NH2:11][C:12]1[CH:29]=[CH:28][C:15]([O:16][C:17]2[CH:22]=[CH:21][N:20]=[C:19]([NH:23][CH2:24][CH2:25][CH2:26][OH:27])[N:18]=2)=[CH:14][CH:13]=1>C1COCC1>[Cl:1][C:2]1[CH:7]=[CH:6][C:5]([NH:8][C:9]([NH:11][C:12]2[CH:13]=[CH:14][C:15]([O:16][C:17]3[CH:22]=[CH:21][N:20]=[C:19]([NH:23][CH2:24][CH2:25][CH2:26][OH:27])[N:18]=3)=[CH:28][CH:29]=2)=[O:10])=[CH:4][CH:3]=1. Yield: 16.1%. Yields the product ClC1=CC=C(C=C1)NC(=O)NC1=CC=C(C=C1)OC1=NC(=NC=C1)NCCCO (1-(4-Chloro-phenyl)-3-{4-[2-(3-hydroxy-propylamino)-pyrimidin-4-yloxy]-phenyl}-urea). Solvent: C1CCOC1 (THF), C1CCOC1 (THF). Run at time 8 hour. Starting materials: ClC1=CC=C(C=C1)N=C=O (4-chlorophenyl isocyanate), NC1=CC=C(OC2=NC(=NC=C2)NCCCO)C=C1 (3-[4-(4-Amino-phenoxy)-pyrimidin-2-ylamino]-propan-1-ol). Starting materials: [BH4-], CCOC(=O)COc1ccc([N+](=O)[O-])cc1OCc1ccccc1, C1CCOC1, CO, [Na+], O. Yields the product O=[N+]([O-])c1ccc(OCCO)c(OCc2ccccc2)c1. Reaction SMILES: [BH4-:25].[CH2:1]([c:2]1[cH:3][cH:4][cH:5][cH:6][cH:7]1)[O:8][c:9]1[c:10]([O:11][CH2:12][C:13](=[O:14])[O:15][CH2:16][CH3:17])[cH:18][cH:19][c:20]([N+:22](=[O:23])[O-:24])[cH:21]1.[CH2:30]1[O:31][CH2:32][CH2:33][CH2:34]1.[CH3:27][OH:28].[Na+:26].[OH2:29]>>[CH2:1]([c:2]1[cH:3][cH:4][cH:5][cH:6][cH:7]1)[O:8][c:9]1[c:10]([O:11][CH2:12][CH2:13][OH:14])[cH:18][cH:19][c:20]([N+:22](=[O:23])[O-:24])[cH:21]1. Reactants: NC=1SC=C(N1)C(C(=O)NC1[C@@H]2N(C(=C(CS2)C=C)C(=O)OC(C2=CC=CC=C2)C2=CC=CC=C2)C1=O)=NO (benzhydryl 7-[2-(2-aminothiazol-4-yl)-2-hydroxyiminoacetamido]-3-vinyl-3-cephem-4-carboxylate), [OH-].[Na+] (sodium hydroxide), O1CCCC1 (tetrahydrofuran), B(F)(F)F.CCOCC (boron trifluoride etherate). Solvent: C1(=CC=CC=C1)OC (anisole), C(C)(=O)O (acetic acid), O (water), C(C)(=O)OCC (ethyl acetate). Run at temperature 10 celsius, time 20 minute. Yields the product NC=1SC=C(N1)C(C(=O)NC1[C@@H]2N(C(=C(CS2)C=C)C(=O)O)C1=O)=NO (7-[2-(2-aminothiazol-4-yl)-2-hydroxyiminoacetamido]-3-vinyl-3-cephem-4-carboxylic acid). Isolated yield 34.9%. As a reaction SMILES: [NH2:1][C:2]1[S:3][CH:4]=[C:5]([C:7](=[N:38][OH:39])[C:8]([NH:10][CH:11]2[C:36](=[O:37])[N:13]3[C:14]([C:20]([O:22]C(C4C=CC=CC=4)C4C=CC=CC=4)=[O:21])=[C:15]([CH:18]=[CH2:19])[CH2:16][S:17][C@H:12]23)=[O:9])[N:6]=1.B(F)(F)F.CCOCC.O1CCCC1.[OH-].[Na+]>C1(OC)C=CC=CC=1.C(O)(=O)C.O.C(OCC)(=O)C>[NH2:1][C:2]1[S:3][CH:4]=[C:5]([C:7](=[N:38][OH:39])[C:8]([NH:10][CH:11]2[C:36](=[O:37])[N:13]3[C:14]([C:20]([OH:22])=[O:21])=[C:15]([CH:18]=[CH2:19])[CH2:16][S:17][C@H:12]23)=[O:9])[N:6]=1 |f:1.2,4.5|. Procedure: To a solution of benzhydryl 7-[2-(2-aminothiazol-4-yl)-2-hydroxyiminoacetamido]-3-vinyl-3-cephem-4-carboxylate (syn isomer) (5 g) in a mixture of anisole (20 ml) and acetic acid (5 ml) was added dropwise boron trifluoride etherate (5 ml) at 10° C. After stirring for 20 minutes at 10° C., the reaction mixture was poured into a mixture of tetrahydrofuran (100 ml), ethyl acetate (100 ml) and water (100 ml), and then adjusted to pH 6.0 with 20% aqueous sodium hydroxide. The resultant aqueous layer w...